This data is from the Open Reaction Database (ORD), a public repository of structured organic reaction records. The task is: describe an organic reaction: reactants, conditions, products, and yield Starting materials: CC#N, CCOC(C)=O, FC(F)(F)CCBr, N#CC1(c2ccc(I)cc2)CCNCC1, [K+], [K+], O=C([O-])[O-]. The product is N#CC1(c2ccc(I)cc2)CCN(CCC(F)(F)F)CC1. Reaction SMILES: [CH3:29][C:30]#[N:31].[CH3:32][CH2:33][O:34][C:35]([CH3:36])=[O:37].[F:16][C:17]([CH2:18][CH2:19][Br:20])([F:21])[F:22].[I:1][c:2]1[cH:3][cH:4][c:5]([C:8]2([C:14]#[N:15])[CH2:9][CH2:10][NH:11][CH2:12][CH2:13]2)[cH:6][cH:7]1.[K+:23].[K+:24].[O-:25][C:26]([O-:27])=[O:28]>>[I:1][c:2]1[cH:3][cH:4][c:5]([C:8]2([C:14]#[N:15])[CH2:9][CH2:10][N:11]([CH2:19][CH2:18][C:17]([F:16])([F:21])[F:22])[CH2:12][CH2:13]2)[cH:6][cH:7]1.